From a dataset of the Open Reaction Database (ORD), a public repository of structured organic reaction records. describe an organic reaction: reactants, conditions, products, and yield The reactants are Nc1ccc(N2CCN(C(=O)c3ccccc3C(F)(F)F)CC2)nn1, O=C(O)C1CC1. Yields the product O=C(Nc1ccc(N2CCN(C(=O)c3ccccc3C(F)(F)F)CC2)nn1)C1CC1. RXN SMILES: [NH2:7][c:8]1[cH:9][cH:10][c:11]([N:14]2[CH2:15][CH2:16][N:17]([C:20](=[O:21])[c:22]3[c:23]([C:28]([F:29])([F:30])[F:31])[cH:24][cH:25][cH:26][cH:27]3)[CH2:18][CH2:19]2)[n:12][n:13]1.[OH:1][C:2](=[O:3])[CH:4]1[CH2:5][CH2:6]1>>[O:1]=[C:2]([CH:4]1[CH2:5][CH2:6]1)[NH:7][c:8]1[cH:9][cH:10][c:11]([N:14]2[CH2:15][CH2:16][N:17]([C:20](=[O:21])[c:22]3[c:23]([C:28]([F:29])([F:30])[F:31])[cH:24][cH:25][cH:26][cH:27]3)[CH2:18][CH2:19]2)[n:12][n:13]1. Reactants: CCCI, CN(C)C=O, O, C(=Nc1ncc[nH]1)c1ccccc1. Yields the product CCCn1ccnc1N=Cc1ccccc1. Reaction SMILES: [I:14][CH2:15][CH2:16][CH3:17].[O:18]=[CH:19][N:20]([CH3:21])[CH3:22].[OH2:23].[c:1]1([CH:7]=[N:8][c:9]2[nH:10][cH:11][cH:12][n:13]2)[cH:2][cH:3][cH:4][cH:5][cH:6]1>>[c:1]1([CH:7]=[N:8][c:9]2[n:10][cH:11][cH:12][n:13]2[CH2:15][CH2:16][CH3:17])[cH:2][cH:3][cH:4][cH:5][cH:6]1. The reactants are [N-]=C=O (isocyanate), N1(CCOCC1)CCN(C1=NOC2=C1C=CC(=C2)O)C (3-[[2-(4-morpholinyl)ethyl]methylamino]-1,2-benzisoxazol-6-ol), N12CCCCCC2=NCCC1 (1,8 diazabicyclo[5.4.0]undec-7-ene), C1(=CC=CC=C1)CN=C=O (phenylmethyl isocyanate). The solvent is CCOC(=O)C (EtOAc), CO.C(Cl)Cl (MeOH DCM). The product is C1(=CC=CC=C1)CNC(OC1=CC2=C(C(=NO2)N(C)CCN2CCOCC2)C=C1)=O (3-[[2-(4-Morpholinyl)ethyl]methylamino]-1,2-benzisoxazol-6-yl phenylmethylcarbamate). The yield is 70.5%. As a reaction SMILES: [N:1]1([CH2:7][CH2:8][N:9]([CH3:20])[C:10]2[C:14]3[CH:15]=[CH:16][C:17]([OH:19])=[CH:18][C:13]=3[O:12][N:11]=2)[CH2:6][CH2:5][O:4][CH2:3][CH2:2]1.N12CCCN=C1CCCCC2.[C:32]1([CH2:38][N:39]=[C:40]=[O:41])[CH:37]=[CH:36][CH:35]=[CH:34][CH:33]=1.[N-]=C=O>CCOC(C)=O.CO.C(Cl)Cl>[C:32]1([CH2:38][NH:39][C:40](=[O:41])[O:19][C:17]2[CH:16]=[CH:15][C:14]3[C:10]([N:9]([CH2:8][CH2:7][N:1]4[CH2:6][CH2:5][O:4][CH2:3][CH2:2]4)[CH3:20])=[N:11][O:12][C:13]=3[CH:18]=2)[CH:37]=[CH:36][CH:35]=[CH:34][CH:33]=1 |f:5.6|. Procedure: To a stirred solution of 3-[[2-(4-morpholinyl)ethyl]methylamino]-1,2-benzisoxazol-6-ol (2.3 g) and 1,8 diazabicyclo[5.4.0]undec-7-ene (0.2 g) in EtOAc (80 ml) was added phenylmethyl isocyanate (1.3 g). After 24 hours an additional equivalent of the isocyanate was added. TLC (silica gel, 10% MeOH/DCM) showed no starting material. The reaction was concentrated in vacuo. Flash chromatography (silica gel) eluting with 1% MeOH/DCM provided the product (2.4 g), m.p. 106-107° C. Starting materials: Cl.COC(=O)CCC1CCCN2CCC3=C(C12)NC1=CC=CC=C13 (1-(2'-methoxycarbonyl-ethyl)-1,2,3,4,6,7.12,12b-octahydro-indolo[2,3-a]quinolizine hydrochloride), C([O-])([O-])=O.[Na+].[Na+] (sodium carbonate). Solvent: ClCCl (dichloromethane). Conditions: time 2 hour. The product is Cl.C(C)OC(=O)CCC1CCCN2CCC3=C(C12)NC1=CC=CC=C13 (1-(2'-Ethoxycarbonyl-ethyl)-1,2,3,4,6,7,12,12b-octahydro-indolo[2,3-a]quinolizine hydrochloride). RXN SMILES: [ClH:1].[CH3:2][O:3][C:4]([CH2:6][CH2:7][CH:8]1[CH:17]2[N:12]([CH2:13][CH2:14][C:15]3[C:24]4[C:19](=[CH:20][CH:21]=[CH:22][CH:23]=4)[NH:18][C:16]=32)[CH2:11][CH2:10][CH2:9]1)=[O:5].[C:25](=O)([O-])[O-].[Na+].[Na+]>ClCCl>[ClH:1].[CH2:2]([O:3][C:4]([CH2:6][CH2:7][CH:8]1[CH:17]2[N:12]([CH2:13][CH2:14][C:15]3[C:24]4[C:19](=[CH:20][CH:21]=[CH:22][CH:23]=4)[NH:18][C:16]=32)[CH2:11][CH2:10][CH2:9]1)=[O:5])[CH3:25] |f:0.1,2.3.4,6.7|. Procedure: 0.35 g (1 mmole) of 1-(2'-methoxycarbonyl-ethyl)-1,2,3,4,6,7.12,12b-octahydro-indolo[2,3-a]quinolizine hydrochloride are partitioned between 10 ml of dichloromethane and 3 ml of 5% aqueous sodium carbonate solution, and the aqueous phase is extracted with 2×3 ml of dichloromethane. The organic phases are combined, dried over magnesium sulfate, filtered, and the filtrate is evaporated. The oily residue is dissolved in 15 ml of absolute ethanol, 50 mg of sodium ethoxide are added to the solution, ... Starting materials: C(C1=CC=CC=C1)OCCOCP(OCC)(OCC)=O (diethyl 2-(benzyloxy)ethoxymethylphosphonate), C1=CCCCC1 (cyclohexene). The solvent is C(C)O (ethanol). The product is OCCOCP(OCC)(OCC)=O (diethyl 2-hydroxyethoxymethylphosphonate). Reaction SMILES: C([O:8][CH2:9][CH2:10][O:11][CH2:12][P:13](=[O:20])([O:17][CH2:18][CH3:19])[O:14][CH2:15][CH3:16])C1C=CC=CC=1.C1CCCCC=1>C(O)C>[OH:8][CH2:9][CH2:10][O:11][CH2:12][P:13](=[O:20])([O:14][CH2:15][CH3:16])[O:17][CH2:18][CH3:19]. Procedure: Paladium on carbon (10%, 100 mg) was added to a solution of diethyl 2-(benzyloxy)ethoxymethylphosphonate prepared in accordance with the process of Example II above (0.9 g,2.8 mmol) and cyclohexene (2.0 ml, 20 mmol) in 20 ml ethanol under a nitrogen atmosphere. The resulting slurry was heated to reflux overnight. The catalyst was filtered off and the solution concentrated under vacuum to yield 0.5 g of diethyl 2-hydroxyethoxymethylphosphonate. The reactants are COCOc1cc(F)ccc1Br, CCNCC, C#CCC, [Cu]I, Cl[Pd]Cl, c1ccc(P(c2ccccc2)c2ccccc2)cc1, c1ccc(P(c2ccccc2)c2ccccc2)cc1. Yields the product CCC#Cc1ccc(F)cc1OCOC. RXN SMILES: [Br:1][c:2]1[c:3]([O:9][CH2:10][O:11][CH3:12])[cH:4][c:5]([F:8])[cH:6][cH:7]1.[CH2:17]([NH:18][CH2:19][CH3:20])[CH3:21].[CH:13]#[C:14][CH2:15][CH3:16].[Cu:22][I:23].[Pd:24]([Cl:25])[Cl:26].[c:27]1([P:28]([c:29]2[cH:30][cH:31][cH:32][cH:33][cH:34]2)[c:35]2[cH:36][cH:37][cH:38][cH:39][cH:40]2)[cH:41][cH:42][cH:43][cH:44][cH:45]1.[c:46]1([P:47]([c:48]2[cH:49][cH:50][cH:51][cH:52][cH:53]2)[c:54]2[cH:55][cH:56][cH:57][cH:58][cH:59]2)[cH:60][cH:61][cH:62][cH:63][cH:64]1>>[c:2]1([C:13]#[C:14][CH2:15][CH3:16])[c:3]([O:9][CH2:10][O:11][CH3:12])[cH:4][c:5]([F:8])[cH:6][cH:7]1. The reactants are NC[C@@H](C)O ((R)-1-amino-2-propanol), O=CCC1C(C2=CC(=CC=C2C1(C)C)F)=O ((RS)-2-(2-oxoethyl)-6-fluoro-3,3-dimethyl-1-indanone), O (water). The reagents and catalysts are C1(=CC=C(C=C1)S(=O)(=O)O)C (p-toluenesulfonic acid). Run in C1(=CC=CC=C1)C (toluene), C1(=CC=CC=C1)C (toluene). Reaction conditions: time 45 minute. Product: FC1=CC=C2C(C3=C(N(C=C3)C[C@@H](C)O)C2=C1)(C)C ((R)-1-(7-fluoro-4,4-dimethyl-1,4-dihydro-indeno[1,2-b]pyrrol-1-yl)-propan-2-ol). The yield is 55.9%. RXN SMILES: O=[CH:2][CH2:3][CH:4]1[C:12]([CH3:14])([CH3:13])[C:11]2[C:6](=[CH:7][C:8]([F:15])=[CH:9][CH:10]=2)[C:5]1=O.O.[NH2:18][CH2:19][C@H:20]([OH:22])[CH3:21]>C1(C)C=CC=CC=1.C1(C)C=CC(S(O)(=O)=O)=CC=1>[F:15][C:8]1[CH:7]=[C:6]2[C:11]([C:12]([CH3:14])([CH3:13])[C:4]3[CH:3]=[CH:2][N:18]([CH2:19][C@H:20]([OH:22])[CH3:21])[C:5]=32)=[CH:10][CH:9]=1. Procedure: A solution of 3.04 g of (RS)-2-(2-oxoethyl)-6-fluoro-3,3-dimethyl-1-indanone and 110 mg of p-toluenesulfonic acid in 100 ml of anhydrous toluene was heated on a water separator. A solution of 4.14 g of (R)-1-amino-2-propanol in 40 ml of anhydrous toluene was added dropwise to the boiling solution over a period of 5 minutes. Subsequently, the mixture was boiled for an additional 45 minutes, during which the solvent was reduced to a volume of 20 ml. The cooled reaction mixture was purified by colu...